This data is from the Open Reaction Database (ORD), a public repository of structured organic reaction records. The task is: describe an organic reaction: reactants, conditions, products, and yield The reactants are CC(C)(C)C1=CC2=C(C=C(C(O2)C(F)(F)F)C(=O)O)C=C1 (7-(1,1-Dimethylethyl)-2-trifluoromethyl-2H-1-benzopyran-3-carboxylic acid), BrBr (bromine). The reagents and catalysts are [Fe] (iron). Solvent: C(Cl)(Cl)Cl (chloroform). The product is BrC=1C(=CC2=C(C=C(C(O2)C(F)(F)F)C(=O)O)C1)C(C)(C)C (6-Bromo-7-(1,1-dimethylethyl)-2-(trifluoromethyl)-2H-1-benzopyran-3-carboxylic acid). Reaction SMILES: [CH3:1][C:2]([C:5]1[CH:21]=[CH:20][C:8]2[CH:9]=[C:10]([C:17]([OH:19])=[O:18])[CH:11]([C:13]([F:16])([F:15])[F:14])[O:12][C:7]=2[CH:6]=1)([CH3:4])[CH3:3].[Br:22]Br>[Fe].C(Cl)(Cl)Cl>[Br:22][C:21]1[C:5]([C:2]([CH3:1])([CH3:3])[CH3:4])=[CH:6][C:7]2[O:12][CH:11]([C:13]([F:14])([F:15])[F:16])[C:10]([C:17]([OH:19])=[O:18])=[CH:9][C:8]=2[CH:20]=1. Procedure details: 7-(1,1-Dimethylethyl-2-(trifluoromethyl)-2H-1-benzopyran-3-carboxylic acid (Example 12) (0.6 g, 2 mmol), chloroform (50 mL), iron filings (0.01 g, 0.2 mmol), and bromine (0.48 g, 3.00 mmol) were stirred at reflux for 16 h. The mixture was allowed to cool and was washed with brine (2×50 mL). After drying over MgSO4, the mixture was filtered, concentrated in vacuo, and the residue crystallized from ether-hexanes yielding the title compound as a white solid (0.5 g, 66%): mp 198.6-199.9° C. 1H NMR (... Starting materials: COC(C(CCCI)N1CCN(CCC1=O)C(\C=C\C1=CC(=C(C=C1)Cl)Cl)=O)=O (2-{4-[(E)-3-(3,4-dichloro-phenyl)-acryloyl]-7-oxo-[1,4]diazepan-1-yl}-5-iodo-pentanoic acid methyl ester), N1CCCCC1 (piperidine), C([O-])([O-])=O.[Cs+].[Cs+] (cesium carbonate). Run in CC(=O)N(C)C (DMA). Reaction conditions: temperature 0 celsius, time 1 hour. Product: COC(C(CCCN1CCCCC1)N1CCN(CCC1=O)C(\C=C\C1=CC(=C(C=C1)Cl)Cl)=O)=O ((rac)-2-{4-[(E)-3-(3,4-Dichloro-phenyl)-acryloyl]-7-oxo-[1,4]diazepan-1-yl}-5-piperidin-1-yl-pentanoic acid methyl ester). Isolated yield 842.4%. Reaction SMILES: [CH3:1][O:2][C:3](=[O:29])[CH:4]([N:9]1[C:15](=[O:16])[CH2:14][CH2:13][N:12]([C:17](=[O:28])/[CH:18]=[CH:19]/[C:20]2[CH:25]=[CH:24][C:23]([Cl:26])=[C:22]([Cl:27])[CH:21]=2)[CH2:11][CH2:10]1)[CH2:5][CH2:6][CH2:7]I.[NH:30]1[CH2:35][CH2:34][CH2:33][CH2:32][CH2:31]1.C(=O)([O-])[O-].[Cs+].[Cs+]>CC(N(C)C)=O>[CH3:1][O:2][C:3](=[O:29])[CH:4]([N:9]1[C:15](=[O:16])[CH2:14][CH2:13][N:12]([C:17](=[O:28])/[CH:18]=[CH:19]/[C:20]2[CH:25]=[CH:24][C:23]([Cl:26])=[C:22]([Cl:27])[CH:21]=2)[CH2:11][CH2:10]1)[CH2:5][CH2:6][CH2:7][N:30]1[CH2:35][CH2:34][CH2:33][CH2:32][CH2:31]1 |f:2.3.4|. Procedure details: A solution of 0.111 g (0.20 mmol) of 2-{4-[(E)-3-(3,4-dichloro-phenyl)-acryloyl]-7-oxo-[1,4]diazepan-1-yl}-5-iodo-pentanoic acid methyl ester in 1 ml of DMA was treated at 0° C. with 0.021 ml (0.21 mmol) of piperidine and stirred 30 min at 0° C. and 1 h at RT. 0.065 g (0.20 mmol) of cesium carbonate was added at 0° C. and stirring was continued for 2 h. After additional 3 h at RT, the reaction was extracted with aqueous saturated NaHCO3/Et2O (3×). The organic phases were washed with aqueous satu... The reactants are C(C1=CC=CC=C1)OC=1C=C(C=CC1)C1=CN(C=2N=CN=C(C21)N)C2=CC(=CC=C2)OCCN2C=NC=C2 (5-(3-benzyloxyphenyl)-7-[3-(2-(1-imidazolyl)ethoxy)phenyl]-4-aminopyrrolo[2,3-d]-pyrimidine), [H][H] (hydrogen). Reagents/catalysts: [Pd] (palladium/carbon). The solvent is C1CCOC1 (THF). The product is OC=1C=C(C=CC1)C1=CN(C=2N=CN=C(C21)N)C2=CC(=CC=C2)OCCN2C=NC=C2 (5-(3-Hydroxyphenyl)-7-[3-(2-(1-imidazolyl)ethoxy)phenyl]-4-aminopyrrolo-[2,3-d]pyrimidine). Reaction SMILES: C([O:8][C:9]1[CH:10]=[C:11]([C:15]2[C:23]3[C:22]([NH2:24])=[N:21][CH:20]=[N:19][C:18]=3[N:17]([C:25]3[CH:30]=[CH:29][CH:28]=[C:27]([O:31][CH2:32][CH2:33][N:34]4[CH:38]=[CH:37][N:36]=[CH:35]4)[CH:26]=3)[CH:16]=2)[CH:12]=[CH:13][CH:14]=1)C1C=CC=CC=1.[H][H]>C1COCC1.[Pd]>[OH:8][C:9]1[CH:10]=[C:11]([C:15]2[C:23]3[C:22]([NH2:24])=[N:21][CH:20]=[N:19][C:18]=3[N:17]([C:25]3[CH:30]=[CH:29][CH:28]=[C:27]([O:31][CH2:32][CH2:33][N:34]4[CH:38]=[CH:37][N:36]=[CH:35]4)[CH:26]=3)[CH:16]=2)[CH:12]=[CH:13][CH:14]=1. Reported procedure: 1.85 g of 5-(3-benzyloxyphenyl)-7-[3-(2-(1-imidazolyl)ethoxy)phenyl]-4-aminopyrrolo[2,3-d]-pyrimidine are hydrogenated in a hydrogen atmosphere at normal pressure and about 40° C. for 80 h in 40 ml of THF in the presence of 0.4 g of 5% palladium/carbon. After filtration through Celite and crystallization from ethanol, 5-(3-hydroxyphenyl)-7-[3-(2-(1-imidazolyl)-ethoxy)phenyl]-4-aminopyrrolo[2,3-d]pyrimidine having a melting point of 165°-167° C. is obtained. The reactants are [Mn].CC[C@H]([C@@H]1[C@H](C[C@@](O1)(C)[C@]2([C@@H](C[C@@](O2)(CC)[C@H](CC)O)C)O)C)C(=O)[C@@H](C)[C@H]([C@@H](C)[C@@H]3[C@H](C[C@H]([C@@H](O3)CC(=O)OO)C)C)O (manganese lysocellin), CC[C@H](C)[C@H]1C(=O)N[C@@H](C(=O)N[C@H](C(=O)N[C@@H](C(=O)N[C@H](C(=O)NCCCC[C@@H](C(=O)N[C@@H](C(=O)N1)CCCN)NC(=O)[C@H]([C@@H](C)CC)NC(=O)[C@@H](CCC(=O)O)NC(=O)[C@H](CC(C)C)NC(=O)[C@@H]2CSC(=N2)[C@H]([C@@H](C)CC)N)CC(=O)N)CC(=O)O)CC3=CN=CN3)CC=4C=CC=CC4 (bacitracin), O (water). The solvent is CO (methanol). Run at time 4 hour. Product: CC[C@H](C)[C@H]1C(=O)N[C@@H](C(=O)N[C@H](C(=O)N[C@@H](C(=O)N[C@H](C(=O)NCCCC[C@@H](C(=O)N[C@@H](C(=O)N1)CCCN)NC(=O)[C@H]([C@@H](C)CC)NC(=O)[C@@H](CCC(=O)O)NC(=O)[C@H](CC(C)C)NC(=O)[C@@H]2CSC(=N2)[C@H]([C@@H](C)CC)N)CC(=O)N)CC(=O)O)CC3=CN=CN3)CC=4C=CC=CC4.[Mn].CC[C@H]([C@@H]1[C@H](C[C@@](O1)(C)[C@]2([C@@H](C[C@@](O2)(CC)[C@H](CC)O)C)O)C)C(=O)[C@@H](C)[C@H]([C@@H](C)[C@@H]3[C@H](C[C@H]([C@@H](O3)CC(=O)OO)C)C)O (Bacitracin Manganese Lysocellin). RXN SMILES: [Mn:1].[CH3:2][CH2:3][C@@H:4]([C:25]([C@H:27]([C@@H:29]([OH:45])[C@H:30]([C@H:32]1[O:37][C@@H:36]([CH2:38][C:39]([O:41][OH:42])=[O:40])[C@H:35]([CH3:43])[CH2:34][C@@H:33]1[CH3:44])[CH3:31])[CH3:28])=[O:26])[C@H:5]1[O:9][C@@:8]([C@:11]2([OH:23])[O:15][C@@:14]([C@@H:18]([OH:21])[CH2:19][CH3:20])([CH2:16][CH3:17])[CH2:13][C@H:12]2[CH3:22])([CH3:10])[CH2:7][C@@H:6]1[CH3:24].[CH3:46][CH2:47][C@@H:48]([C@@H:50]1[NH:81][C:79](=[O:80])[C@@H:78]([CH2:82][CH2:83][CH2:84][NH2:85])[NH:77][C:75](=[O:76])[C@@H:74]([NH:86][C:87]([C@@H:89]([NH:94][C:95]([C@H:97]([NH:103][C:104]([C@@H:106]([NH:111][C:112]([C@H:114]2[N:118]=[C:117]([C@@H:119]([NH2:124])[C@H:120]([CH2:122][CH3:123])[CH3:121])[S:116][CH2:115]2)=[O:113])[CH2:107][CH:108]([CH3:110])[CH3:109])=[O:105])[CH2:98][CH2:99][C:100]([OH:102])=[O:101])=[O:96])[C@H:90]([CH2:92][CH3:93])[CH3:91])=[O:88])[CH2:73][CH2:72][CH2:71][CH2:70][NH:69][C:67](=[O:68])[C@H:66]([CH2:125][C:126]([NH2:128])=[O:127])[NH:65][C:63](=[O:64])[C@@H:62]([CH2:129][C:130]([OH:132])=[O:131])[NH:61][C:59](=[O:60])[C@H:58]([CH2:133][C:134]2[NH:138][CH:137]=[N:136][CH:135]=2)[NH:57][C:55](=[O:56])[C@@H:54]([CH2:139][C:140]2[CH:141]=[CH:142][CH:143]=[CH:144][CH:145]=2)[NH:53][C:51]1=[O:52])[CH3:49].O>CO>[CH3:46][CH2:47][C@@H:48]([C@@H:50]1[NH:81][C:79](=[O:80])[C@@H:78]([CH2:82][CH2:83][CH2:84][NH2:85])[NH:77][C:75](=[O:76])[C@@H:74]([NH:86][C:87]([C@@H:89]([NH:94][C:95]([C@H:97]([NH:103][C:104]([C@@H:106]([NH:111][C:112]([C@H:114]2[N:118]=[C:117]([C@@H:119]([NH2:124])[C@H:120]([CH2:122][CH3:123])[CH3:121])[S:116][CH2:115]2)=[O:113])[CH2:107][CH:108]([CH3:109])[CH3:110])=[O:105])[CH2:98][CH2:99][C:100]([OH:102])=[O:101])=[O:96])[C@H:90]([CH2:92][CH3:93])[CH3:91])=[O:88])[CH2:73][CH2:72][CH2:71][CH2:70][NH:69][C:67](=[O:68])[C@H:66]([CH2:125][C:126]([NH2:128])=[O:127])[NH:65][C:63](=[O:64])[C@@H:62]([CH2:129][C:130]([OH:132])=[O:131])[NH:61][C:59](=[O:60])[C@H:58]([CH2:133][C:134]2[NH:138][CH:137]=[N:136][CH:135]=2)[NH:57][C:55](=[O:56])[C@@H:54]([CH2:139][C:140]2[CH:141]=[CH:142][CH:143]=[CH:144][CH:145]=2)[NH:53][C:51]1=[O:52])[CH3:49].[Mn:1].[CH3:2][CH2:3][C@@H:4]([C:25]([C@H:27]([C@@H:29]([OH:45])[C@H:30]([C@H:32]1[O:37][C@@H:36]([CH2:38][C:39]([O:41][OH:42])=[O:40])[C@H:35]([CH3:43])[CH2:34][C@@H:33]1[CH3:44])[CH3:31])[CH3:28])=[O:26])[C@H:5]1[O:9][C@@:8]([C@:11]2([OH:23])[O:15][C@@:14]([C@@H:18]([OH:21])[CH2:19][CH3:20])([CH2:16][CH3:17])[CH2:13][C@H:12]2[CH3:22])([CH3:10])[CH2:7][C@@H:6]1[CH3:24] |f:0.1,5.6.7|. Procedure details: A solution of 6.5 g of manganese lysocellin, prepared as described in Example D above, in 60 ml of methanol was stirred while 7.0 g bacitracin (reg) was added. The solution was stirred at room temperature for four hours. Stirring was continued and water was added slowly to precipitate a tacky semi-solid. The solids were isolated by decantation and washed with fresh water to obtain a filtrable amorphous solid. The solids were isolated, washed with water and dried. The crude product was slurried w... Starting materials: CC#CCO, CN(C)C=O, Fc1cccc(F)c1-c1cc(Cl)ncn1, [H-], [Na+], O. Product: CC#CCOc1cc(-c2c(F)cccc2F)ncn1. As a reaction SMILES: [CH2:16]([C:17]#[C:18][CH3:19])[OH:20].[CH3:24][N:25]([CH3:26])[CH:27]=[O:28].[Cl:1][c:2]1[n:3][cH:4][n:5][c:6](-[c:8]2[c:9]([F:15])[cH:10][cH:11][cH:12][c:13]2[F:14])[cH:7]1.[H-:21].[Na+:22].[OH2:23]>>[c:2]1([O:20][CH2:16][C:17]#[C:18][CH3:19])[n:3][cH:4][n:5][c:6](-[c:8]2[c:9]([F:15])[cH:10][cH:11][cH:12][c:13]2[F:14])[cH:7]1. Reactants: ice, C1(=CC=CC=C1)C(C#N)C1=NC=CC=C1 ((RS)-phenyl-pyridin-2-yl-acetonitrile), [OH-].[Na+] (sodium hydroxide). The solvent is S(O)(O)(=O)=O (sulfuric acid). Yields the product C1(=CC=CC=C1)C(C(=O)N)C1=NC=CC=C1 ((RS)-phenyl-pyridin-2-yl-acetamide). The yield is 86.0%. As a reaction SMILES: [C:1]1([CH:7]([C:10]2[CH:15]=[CH:14][CH:13]=[CH:12][N:11]=2)[C:8]#[N:9])[CH:6]=[CH:5][CH:4]=[CH:3][CH:2]=1.[OH-:16].[Na+]>S(=O)(=O)(O)O>[C:1]1([CH:7]([C:10]2[CH:15]=[CH:14][CH:13]=[CH:12][N:11]=2)[C:8]([NH2:9])=[O:16])[CH:2]=[CH:3][CH:4]=[CH:5][CH:6]=1 |f:1.2|. Procedure details: A solution of (RS)-phenyl-pyridin-2-yl-acetonitrile (0.928 g, 4.80 mmol) in 5 ml of conc. sulfuric acid was stirred overnight at room temperature. The mixture is poured on 100 g of ice, the pH is adjusted to 8-9 by addition of 28% sodium hydroxide solution and the product is extracted with ethyl acetate/water. After drying (MgSO4) and concentration, the crude material is purified by flash chromatography on silicagel using ethyl acetate as eluant to yield 0.878 g (4.14 mmol, 86%) of (RS)-phenyl-p... The reactants are C(C)(C)C1=C(C=O)C=CC=C1 (2-isopropyl benzaldehyde), [Al+3].[Cl-].[Cl-].[Cl-] (AlCl3), C([O-])(O)=O.[Na+] (sodium bicarbonate), BrBr (Br2). Run in C(Cl)Cl (DCM), C(Cl)Cl (DCM). Conditions: temperature 0 celsius, time 6 hour. Yields the product BrC=1C=CC(=C(C=O)C1)C(C)C (5-bromo-2-isopropylbenzaldehyde). The yield is 34.8%. RXN SMILES: [CH:1]([C:4]1[CH:11]=[CH:10][CH:9]=[CH:8][C:5]=1[CH:6]=[O:7])([CH3:3])[CH3:2].[Al+3].[Cl-].[Cl-].[Cl-].[Br:16]Br.C(=O)(O)[O-].[Na+]>C(Cl)Cl>[Br:16][C:9]1[CH:10]=[CH:11][C:4]([CH:1]([CH3:3])[CH3:2])=[C:5]([CH:8]=1)[CH:6]=[O:7] |f:1.2.3.4,6.7|. Reported procedure: A solution of 2-isopropyl benzaldehyde (1.5 g, 10.13 mmole) in DCM (10 mL) was added to a solution of AlCl3 (2.6 g, 20.26 mmole) in DCM (10 mL) at 0° C. followed by addition of a dilute solution of Br2 (0.67 mL, 13.1 mmole in 20 mL DCM) to the reaction mixture. The solution was stirred at 0° C. for 6 hours then stirred overnight at room temperature. The reaction mixture was basified using saturated aqueous sodium bicarbonate and extracted with DCM (30×2 mL). The organic layers were combined and ... Starting materials: COC1=CC=C(C=C1)B(O)O (4-Methoxyphenylboronic acid), BrC1=CC(=C(C#N)C=C1)F (4-Bromo-2-fluorobenzonitrile), C([O-])([O-])=O.[Na+].[Na+] (sodium carbonate), OO (hydrogen peroxide). The reagents and catalysts are C1=CC=C(C=C1)P(C2=CC=CC=C2)C3=CC=CC=C3.C1=CC=C(C=C1)P(C2=CC=CC=C2)C3=CC=CC=C3.C1=CC=C(C=C1)P(C2=CC=CC=C2)C3=CC=CC=C3.C1=CC=C(C=C1)P(C2=CC=CC=C2)C3=CC=CC=C3.[Pd] (tetrakis(triphenylphosphine)palladium(O)). Run in C(C)O (ethanol), C1=CC=CC=C1 (benzene). Run at temperature 2 celsius. Yields the product C(#N)C1=C(C=C(C=C1)C1=CC=C(C=C1)OC)F (4-Cyano-3-fluoro-4'-methoxybiphenyl). RXN SMILES: [CH3:1][O:2][C:3]1[CH:8]=[CH:7][C:6](B(O)O)=[CH:5][CH:4]=1.Br[C:13]1[CH:20]=[CH:19][C:16]([C:17]#[N:18])=[C:15]([F:21])[CH:14]=1.C(=O)([O-])[O-].[Na+].[Na+].OO>C(O)C.C1C=CC=CC=1.C1C=CC(P(C2C=CC=CC=2)C2C=CC=CC=2)=CC=1.C1C=CC(P(C2C=CC=CC=2)C2C=CC=CC=2)=CC=1.C1C=CC(P(C2C=CC=CC=2)C2C=CC=CC=2)=CC=1.C1C=CC(P(C2C=CC=CC=2)C2C=CC=CC=2)=CC=1.[Pd]>[C:17]([C:16]1[CH:19]=[CH:20][C:13]([C:6]2[CH:7]=[CH:8][C:3]([O:2][CH3:1])=[CH:4][CH:5]=2)=[CH:14][C:15]=1[F:21])#[N:18] |f:2.3.4,8.9.10.11.12|. Procedure: A solution of compound 1 (10.64 g, 0.07 mol) in ethanol (90 ml) was added dropwise to a stirred mixture of compound 3 (12.0 g, 0.06 mol) and tetrakis(triphenylphosphine)palladium(O) (2.10 g, 1.82 mmol) in benzene (125 ml) and 2M-sodium carbonate (100 ml) at room temperature under dry nitrogen. The stirred mixture was heated under reflux (90°-95° C.) for 2.5 h (i.e., until glc analysis revealed absence of starting material). The mixture was cooled and stirred for 1 h at room temperature with 30% ... Starting materials: [N+](=O)([O-])C1=C2C=CC(=NC2=CC=C1)Cl (5-nitro-2-chloroquinoline), FC1=CC=C(C=C1)S(=O)(=O)Cl (4-fluorobenzenesulfonylchloride), FC(OC1=C(CN)C=CC=C1)(F)F (2-(trifluoromethoxy)benzylamine). Product: FC1=CC=C(C=C1)S(=O)(=O)NC1=C2C=CC(=NC2=CC=C1)NCC1=C(C=CC=C1)OC(F)(F)F (4-Fluoro-N-[2-(2-trifluoromethoxy-benzylamino)-quinolin-5-yl]-benzenesulfonamide). RXN SMILES: [N+:1]([C:4]1[CH:13]=[CH:12][CH:11]=[C:10]2[C:5]=1[CH:6]=[CH:7][C:8](Cl)=[N:9]2)([O-])=O.[F:15][C:16]1[CH:21]=[CH:20][C:19]([S:22](Cl)(=[O:24])=[O:23])=[CH:18][CH:17]=1.[F:26][C:27]([F:38])([F:37])[O:28][C:29]1[CH:36]=[CH:35][CH:34]=[CH:33][C:30]=1[CH2:31][NH2:32]>>[F:15][C:16]1[CH:21]=[CH:20][C:19]([S:22]([NH:1][C:4]2[CH:13]=[CH:12][CH:11]=[C:10]3[C:5]=2[CH:6]=[CH:7][C:8]([NH:32][CH2:31][C:30]2[CH:33]=[CH:34][CH:35]=[CH:36][C:29]=2[O:28][C:27]([F:26])([F:37])[F:38])=[N:9]3)(=[O:24])=[O:23])=[CH:18][CH:17]=1. Procedure: The title compound, MS: m/e=491.8 (M+H+), was prepared in accordance with the general method of example 89 from 5-nitro-2-chloroquinoline, 4-fluorobenzenesulfonylchloride and 2-(trifluoromethoxy)benzylamine.